This data is from the Open Reaction Database (ORD), a public repository of structured organic reaction records. The task is: describe an organic reaction: reactants, conditions, products, and yield Starting materials: C(#N)C1=C(C=CC(=C1)C)C1=CC(=CC(=C1)O)C(=O)OC (methyl 2′-cyano-5-hydroxy-4′-methylbiphenyl-3-carboxylate), C1(=CC=CC=C1)P(C1=CC=CC=C1)C1=CC=CC=C1 (triphenylphosphine), OCC1CN(CCO1)C(=O)OC(C)(C)C (tert-butyl 2-(hydroxymethyl)morpholine-4-carboxylate), N(=NC(=O)OC(C)C)C(=O)OC(C)C (diisopropyl azodicarboxylate). Run in C(Cl)Cl (CH2Cl2), C(Cl)Cl (CH2Cl2). Reaction conditions: time 8 hour. Yields the product C(#N)C1=C(C=CC(=C1)C)C1=CC(=CC(=C1)C(=O)OC)OCC1CN(CCO1)C(=O)OC(C)(C)C (tert-Butyl 2-((2′-cyano-5-(methoxycarbonyl)-4′-methylbiphenyl-3-yloxy)methyl)morpholine-4-carboxylate). As a reaction SMILES: [C:1]([C:3]1[CH:8]=[C:7]([CH3:9])[CH:6]=[CH:5][C:4]=1[C:10]1[CH:15]=[C:14]([OH:16])[CH:13]=[C:12]([C:17]([O:19][CH3:20])=[O:18])[CH:11]=1)#[N:2].C1(P(C2C=CC=CC=2)C2C=CC=CC=2)C=CC=CC=1.O[CH2:41][CH:42]1[O:47][CH2:46][CH2:45][N:44]([C:48]([O:50][C:51]([CH3:54])([CH3:53])[CH3:52])=[O:49])[CH2:43]1.N(C(OC(C)C)=O)=NC(OC(C)C)=O>C(Cl)Cl>[C:1]([C:3]1[CH:8]=[C:7]([CH3:9])[CH:6]=[CH:5][C:4]=1[C:10]1[CH:11]=[C:12]([C:17]([O:19][CH3:20])=[O:18])[CH:13]=[C:14]([O:16][CH2:41][CH:42]2[O:47][CH2:46][CH2:45][N:44]([C:48]([O:50][C:51]([CH3:52])([CH3:54])[CH3:53])=[O:49])[CH2:43]2)[CH:15]=1)#[N:2]. Procedure: To a stirred solution of methyl 2′-cyano-5-hydroxy-4′-methylbiphenyl-3-carboxylate (150 mg, 0.56 mmol), triphenylphosphine (220 mg, 0.84 mmol), tert-butyl 2-(hydroxymethyl)morpholine-4-carboxylate (130 mg, 0.62 mmol) (Bioorg. Med. Chem. Lett. 2007, 17, 533) in CH2Cl2 (5 mL) at room temperature under nitrogen was slowly added a solution of diisopropyl azodicarboxylate (340 mg, 1.7 mmol) in CH2Cl2 (3 mL). The mixture was stirred at room temperature overnight, and then concentrated in vacuo. The re... The reactants are C1(=CC=C(C=C1)S(=O)(=O)O)C (Toluene-4-sulphonic acid), OC(C(=O)OCC1=CC=C(C=C1)OC)N1[C@@H]2SC(=N[C@@H]2C1=O)CC1=CC=CC=C1 (4-methoxybenzyl (2RS)-2-hydroxy-2-[(1R,5R)-3-benzyl-4-thia-2,6-diazabicyclo[3.2.0]hept-2-en-7-on-6-yl]acetate), 2.5h. Run in O (water), ClCCl (dichloromethane), CC(=O)C (acetone), ClCCl (dichloromethane). The product is OC(C(=O)OCC1=CC=C(C=C1)OC)N1C([C@H]([C@H]1S)NC(CC1=CC=CC=C1)=O)=O (4-methoxybenzyl (2RS)-2-hydroxy-2-[(3R,4R)-4-mercapto-3-phenylacetamidoazetidin-2-on-1-yl]acetate). Reaction SMILES: C1(C)C=CC(S(O)(=O)=[O:8])=CC=1.[OH:12][CH:13]([N:26]1[C:32](=[O:33])[C@@H:31]2[C@H:27]1[S:28][C:29]([CH2:34][C:35]1[CH:40]=[CH:39][CH:38]=[CH:37][CH:36]=1)=[N:30]2)[C:14]([O:16][CH2:17][C:18]1[CH:23]=[CH:22][C:21]([O:24][CH3:25])=[CH:20][CH:19]=1)=[O:15]>O.ClCCl.CC(C)=O>[OH:12][CH:13]([N:26]1[C@H:27]([SH:28])[C@H:31]([NH:30][C:29](=[O:8])[CH2:34][C:35]2[CH:40]=[CH:39][CH:38]=[CH:37][CH:36]=2)[C:32]1=[O:33])[C:14]([O:16][CH2:17][C:18]1[CH:23]=[CH:22][C:21]([O:24][CH3:25])=[CH:20][CH:19]=1)=[O:15]. Procedure: Toluene-4-sulphonic acid (3.42g, 17.98mmol) in water (8ml) was added to a solution of 4-methoxybenzyl (2RS)-2-hydroxy-2-[(1R,5R)-3-benzyl-4-thia-2,6-diazabicyclo[3.2.0]hept-2-en-7-on-6-yl]acetate (4.12g, 10.0mmol) in dichloromethane (20ml) and acetone (20ml). After stirring for 2.5h at room temperature, the reaction mixture was diluted with dichloromethane, washed with water (x2), dried and concentrated in vacuo to yield crude 4-methoxybenzyl (2RS)-2-hydroxy-2-[(3R,4R)-4-mercapto-3-phenylacetami... Reactants: CCc1ccc(Cn2c(Br)nc3c(=O)[nH]c(N)nc32)s1, COCCO, Cl, NN, O. Yields the product CCc1ccc(Cn2c(N)nc3c(=O)[nH]c(N)nc32)s1. As a reaction SMILES: [Br:1][c:2]1[n:3]([CH2:13][c:14]2[cH:15][cH:16][c:17]([CH2:19][CH3:20])[s:18]2)[c:4]2[n:5][c:6]([NH2:12])[nH:7][c:8](=[O:11])[c:9]2[n:10]1.[CH3:23][O:24][CH2:25][CH2:26][OH:27].[ClH:28].[NH2:21][NH2:22].[OH2:29]>>[c:2]1([NH2:21])[n:3]([CH2:13][c:14]2[cH:15][cH:16][c:17]([CH2:19][CH3:20])[s:18]2)[c:4]2[n:5][c:6]([NH2:12])[nH:7][c:8](=[O:11])[c:9]2[n:10]1. Reactants: ClCc1cnccn1, FC(F)(F)c1ncccc1CCl, O=C1Nc2ccccc2C12COc1cc3c(cc12)OCCO3, O=C1Nc2ccccc2C12COc1cc3c(cc12)OCCO3. The product is O=C1N(Cc2cnccn2)c2ccccc2C12COc1cc3c(cc12)OCCO3. Reaction SMILES: [Cl:1][CH2:2][c:3]1[n:4][cH:5][cH:6][n:7][cH:8]1.[Cl:9][CH2:10][c:11]1[c:12]([C:13]([F:14])([F:15])[F:16])[n:17][cH:18][cH:19][cH:20]1.[NH:21]1[C:22](=[O:42])[C:23]2([CH2:24][O:25][c:26]3[cH:27][c:28]4[c:29]([cH:34][c:35]32)[O:30][CH2:31][CH2:32][O:33]4)[c:36]2[cH:37][cH:38][cH:39][cH:40][c:41]21.[NH:43]1[c:44]2[c:45]([cH:46][cH:47][cH:48][cH:49]2)[C:50]2([c:51]3[c:52]([cH:53][c:54]4[c:59]([cH:60]3)[O:58][CH2:57][CH2:56][O:55]4)[O:61][CH2:62]2)[C:63]1=[O:64]>>[CH2:2]([c:3]1[n:4][cH:5][cH:6][n:7][cH:8]1)[N:21]1[C:22](=[O:42])[C:23]2([CH2:24][O:25][c:26]3[cH:27][c:28]4[c:29]([cH:34][c:35]32)[O:30][CH2:31][CH2:32][O:33]4)[c:36]2[cH:37][cH:38][cH:39][cH:40][c:41]21.